describe an organic reaction: reactants, conditions, products, and yield From a dataset of the Open Reaction Database (ORD), a public repository of structured organic reaction records. Starting materials: BrC1=C(C=CC(=C1)Cl)C(C)NC1=CC=C(C=C1)C1=CC=C(C=C1)F (N-(1-(2-bromo-4-chlorophenyl)ethyl)-4′-fluoro-[1,1′-biphenyl]-4-amine), CC1(OB(OC1(C)C)C=1C=CC(=NC1)C(=O)NCCC(=O)OCC)C (ethyl 3-(5-(4,4,5,5-tetramethyl-1,3,2-dioxaborolan-2-yl)picolinamido)propanoate), C(=O)([O-])[O-].[K+].[K+] (K2CO3), O (water). The reagents and catalysts are C1=CC=C(C=C1)P([C-]2C=CC=C2)C3=CC=CC=C3.C1=CC=C(C=C1)P([C-]2C=CC=C2)C3=CC=CC=C3.Cl[Pd]Cl.[Fe+2] (Pd(dppf)Cl2). Solvent: CN(C)C=O (DMF). Yields the product ClC=1C=CC(=C(C1)C=1C=CC(=NC1)C(=O)NCCC(=O)OCC)C(C)NC1=CC=C(C=C1)C1=CC=C(C=C1)F (ethyl 3-(5-(5-chloro-2-(1-((4′-fluoro-[1,1′-biphenyl]-4-yl)amino)ethyl)phenyl)picolinamido)propanoate). Reaction SMILES: Br[C:2]1[CH:7]=[C:6]([Cl:8])[CH:5]=[CH:4][C:3]=1[CH:9]([NH:11][C:12]1[CH:17]=[CH:16][C:15]([C:18]2[CH:23]=[CH:22][C:21]([F:24])=[CH:20][CH:19]=2)=[CH:14][CH:13]=1)[CH3:10].CC1(C)C(C)(C)OB([C:33]2[CH:34]=[CH:35][C:36]([C:39]([NH:41][CH2:42][CH2:43][C:44]([O:46][CH2:47][CH3:48])=[O:45])=[O:40])=[N:37][CH:38]=2)O1.C([O-])([O-])=O.[K+].[K+].O>CN(C=O)C.C1C=CC(P(C2C=CC=CC=2)[C-]2C=CC=C2)=CC=1.C1C=CC(P(C2C=CC=CC=2)[C-]2C=CC=C2)=CC=1.Cl[Pd]Cl.[Fe+2]>[Cl:8][C:6]1[CH:5]=[CH:4][C:3]([CH:9]([NH:11][C:12]2[CH:17]=[CH:16][C:15]([C:18]3[CH:23]=[CH:22][C:21]([F:24])=[CH:20][CH:19]=3)=[CH:14][CH:13]=2)[CH3:10])=[C:2]([C:33]2[CH:34]=[CH:35][C:36]([C:39]([NH:41][CH2:42][CH2:43][C:44]([O:46][CH2:47][CH3:48])=[O:45])=[O:40])=[N:37][CH:38]=2)[CH:7]=1 |f:2.3.4,7.8.9.10|. Procedure: N-(1-(2-bromo-4-chlorophenyl)ethyl)-4′-fluoro-[1,1′-biphenyl]-4-amine (138 mg, 0.34 mmol), ethyl 3-(5-(4,4,5,5-tetramethyl-1,3,2-dioxaborolan-2-yl)picolinamido)propanoate (142 mg, 0.41 mmol), Pd(dppf)Cl2 (37 mg, 0.05 mmol), and K2CO3 (108 g, 0.78 mmol) were dissolved in wet DMF (3 mL) and water (4 mL) and heated to 90° C. After 16 h the resulting mixture was cooled to room temperature, filtered through CELITE and the filtrate was diluted with EtOAc, washed with water and sat. aqueous NaHCO3. The...